Task: describe an organic reaction: reactants, conditions, products, and yield. Dataset: the Open Reaction Database (ORD), a public repository of structured organic reaction records The reactants are Cl.CNC(=NC1=CC=CC=C1)Cl (N-methyl-N'-phenylchloroformamidine hydrochloride), [OH-].[Na+] (sodium hydroxide). Solvent: C(Cl)(Cl)Cl (chloroform). Conditions: time 10 minute. Product: CN=C=NC1=CC=CC=C1 (N-Methyl-N'-phenylcarbodiimide). RXN SMILES: Cl.[CH3:2][NH:3][C:4](Cl)=[N:5][C:6]1[CH:11]=[CH:10][CH:9]=[CH:8][CH:7]=1.[OH-].[Na+]>C(Cl)(Cl)Cl>[CH3:2][N:3]=[C:4]=[N:5][C:6]1[CH:11]=[CH:10][CH:9]=[CH:8][CH:7]=1 |f:0.1,2.3|. Procedure: A suspension of 2.05 g of N-methyl-N'-phenylchloroformamidine hydrochloride in 8 ml of chloroform is added, at 10°-12° C., to 6 g of 20% strength sodium hydroxide solution. The mixture is stirred for 10 minutes, the organic phase is separated off, the aqueous phase is extracted twice more with chloroform and the combined organic phases are dried over K2CO3. After filtering off the desiccant, the solution is subjected to further reaction without isolating the carbodiimide.